From a dataset of the Open Reaction Database (ORD), a public repository of structured organic reaction records. describe an organic reaction: reactants, conditions, products, and yield Reactants: ClC1=C(C(=O)O)C=C(C=C1)C(F)(F)F (2-Chloro-5-(trifluoromethyl)benzoic acid), C(C(=O)Cl)(=O)Cl (oxalyl chloride), CN(C=O)C (N,N-dimethylformamide). Solvent: ClCCl (dichloromethane). Reaction conditions: time 8 hour. Yields the product ClC1=C(C(=O)Cl)C=C(C=C1)C(F)(F)F (2-chloro-5-(trifluoromethyl)benzoyl chloride). Reaction SMILES: [Cl:1][C:2]1[CH:10]=[CH:9][C:8]([C:11]([F:14])([F:13])[F:12])=[CH:7][C:3]=1[C:4](O)=[O:5].C(Cl)(=O)C([Cl:18])=O.CN(C)C=O>ClCCl>[Cl:1][C:2]1[CH:10]=[CH:9][C:8]([C:11]([F:14])([F:13])[F:12])=[CH:7][C:3]=1[C:4]([Cl:18])=[O:5]. Procedure details: 2-Chloro-5-(trifluoromethyl)benzoic acid (224 mg, 1.0 mmol) in dichloromethane (1.5 mL) was treated with a solution of oxalyl chloride (1.5 mL of 2 M in dichloromethane, 3 mmol) and a catalytic amount of N,N-dimethylformamide. The reaction was stirred overnight at ambient temperature. The excess oxalyl chloride was removed in vacuo to afford 2-chloro-5-(trifluoromethyl)benzoyl chloride. The reactants are N1(CCCC1)CC1=NC=CC=C1O (2-(pyrrolidinylmethyl)-3-pyridinol). Reagents/catalysts: [Pt]=O (platinum oxide), [Pt]=O (platinum oxide). Solvent: C(C)(=O)O (acetic acid). Conditions: time 24 hour. The product is N1(CCCC1)CC1NCCCC1O (2-(Pyrrolidinylmethyl)-3-piperidinol). RXN SMILES: [N:1]1([CH2:6][C:7]2[C:12]([OH:13])=[CH:11][CH:10]=[CH:9][N:8]=2)[CH2:5][CH2:4][CH2:3][CH2:2]1>C(O)(=O)C.[Pt]=O>[N:1]1([CH2:6][CH:7]2[CH:12]([OH:13])[CH2:11][CH2:10][CH2:9][NH:8]2)[CH2:5][CH2:4][CH2:3][CH2:2]1. Procedure details: A mixture of 2-(pyrrolidinylmethyl)-3-pyridinol (21.0 g) and platinum oxide (1.0 g) in glacial acetic acid (120 ml) was hydrogenated a 70 psi and room temperature for 20 h. Further platinum oxide (1.0 g) was then added and hydrogenation continued at 70 psi for a further 24 h. The reaction mixture was filtered, the combined filtrates were concentrated in vacuo and the residue was dissolved in water (200 ml). This solution was acidified to pH1 with 5M hydrochloric acid before washing with dichloro...